Dataset: the Open Reaction Database (ORD), a public repository of structured organic reaction records. Task: describe an organic reaction: reactants, conditions, products, and yield Reactants: C1(=CC=CC=C1)S (thiophenol), BrCC(C(=O)O)(C)C (3-bromo-2,2-dimethyl-propionic acid), [F-].[K+] (potassium fluoride), ice water. The solvent is CN(C)C=O (DMF). Run at temperature 120 celsius. Product: CC(C(=O)O)(CSC1=CC=CC=C1)C (2,2-dimethyl-3-phenylsulfanyl-propionic acid). RXN SMILES: [C:1]1([SH:7])[CH:6]=[CH:5][CH:4]=[CH:3][CH:2]=1.Br[CH2:9][C:10]([CH3:15])([CH3:14])[C:11]([OH:13])=[O:12].[F-].[K+]>CN(C=O)C>[CH3:9][C:10]([CH3:15])([CH2:14][S:7][C:1]1[CH:6]=[CH:5][CH:4]=[CH:3][CH:2]=1)[C:11]([OH:13])=[O:12] |f:2.3|. Procedure: To a solution of thiophenol (5 g, 45 mmol) in DMF (100 mL) is added 3-bromo-2,2-dimethyl-propionic acid (CAS#2843-17-6, 3.98 g, 22 mmol), and potassium fluoride (1.56 g, 27 mmol). The reaction is heated at 120° C. overnight. The reaction is then cooled to room temperature and poured into ice water. A white precipitate is filtered and washed with ice water. The solid is then dissolved in 1M aqueous NaOH and is washed with dichloromethane. The aqueous solution is acidified with 1M HCl and the resu... Starting materials: C=CC(=O)Nc1ccc(Cl)c(C(F)(F)F)c1, Ic1ccc(Cc2ccncc2)cc1, CN(C)C=O, O, c1ccc(P(c2ccccc2)(c2ccccc2)[Pd](P(c2ccccc2)(c2ccccc2)c2ccccc2)(P(c2ccccc2)(c2ccccc2)c2ccccc2)P(c2ccccc2)(c2ccccc2)c2ccccc2)cc1. The product is O=C(C=Cc1ccc(Cc2ccncc2)cc1)Nc1ccc(Cl)c(C(F)(F)F)c1. RXN SMILES: [Cl:15][c:16]1[c:17]([C:27]([F:28])([F:29])[F:30])[cH:18][c:19]([NH:22][C:23]([CH:24]=[CH2:25])=[O:26])[cH:20][cH:21]1.[I:1][c:2]1[cH:3][cH:4][c:5]([CH2:6][c:7]2[cH:8][cH:9][n:10][cH:11][cH:12]2)[cH:13][cH:14]1.[O:31]=[CH:32][N:33]([CH3:34])[CH3:35].[OH2:36].[cH:37]1[cH:38][cH:39][c:40]([P:41]([Pd:42]([P:43]([c:44]2[cH:45][cH:46][cH:47][cH:48][cH:49]2)([c:50]2[cH:51][cH:52][cH:53][cH:54][cH:55]2)[c:56]2[cH:57][cH:58][cH:59][cH:60][cH:61]2)([P:62]([c:63]2[cH:64][cH:65][cH:66][cH:67][cH:68]2)([c:69]2[cH:70][cH:71][cH:72][cH:73][cH:74]2)[c:75]2[cH:76][cH:77][cH:78][cH:79][cH:80]2)[P:81]([c:82]2[cH:83][cH:84][cH:85][cH:86][cH:87]2)([c:88]2[cH:89][cH:90][cH:91][cH:92][cH:93]2)[c:94]2[cH:95][cH:96][cH:97][cH:98][cH:99]2)([c:100]2[cH:101][cH:102][cH:103][cH:104][cH:105]2)[c:106]2[cH:107][cH:108][cH:109][cH:110][cH:111]2)[cH:112][cH:113]1>>[c:2]1([CH:25]=[CH:24][C:23]([NH:22][c:19]2[cH:18][c:17]([C:27]([F:28])([F:29])[F:30])[c:16]([Cl:15])[cH:21][cH:20]2)=[O:26])[cH:3][cH:4][c:5]([CH2:6][c:7]2[cH:8][cH:9][n:10][cH:11][cH:12]2)[cH:13][cH:14]1. Starting materials: CCO, [Ca+2], [Cl-], [Cl-], CCOC(=O)c1ccc(-c2cccc(C(F)(F)F)c2)s1, C1CCOC1, O. Product: OCc1ccc(-c2cccc(C(F)(F)F)c2)s1. As a reaction SMILES: [CH2:25]([OH:26])[CH3:27].[Ca+2:23].[Cl-:21].[Cl-:22].[F:1][C:2]([c:3]1[cH:4][c:5](-[c:9]2[cH:10][cH:11][c:12]([C:14](=[O:15])[O:16][CH2:17][CH3:18])[s:13]2)[cH:6][cH:7][cH:8]1)([F:19])[F:20].[O:28]1[CH2:29][CH2:30][CH2:31][CH2:32]1.[OH2:24]>>[F:1][C:2]([c:3]1[cH:4][c:5](-[c:9]2[cH:10][cH:11][c:12]([CH2:14][OH:15])[s:13]2)[cH:6][cH:7][cH:8]1)([F:19])[F:20]. Starting materials: CCCCCCCCCCO, C1CCOC1, CCOC(=O)N=NC(=O)OCC, CC(C#N)c1ccc2cc(O)ccc2c1, c1ccc(P(c2ccccc2)c2ccccc2)cc1. The product is CCCCCCCCCCOc1ccc2cc(C(C)C#N)ccc2c1. As a reaction SMILES: [CH2:47]([CH2:48][CH2:49][CH2:50][CH2:51][CH2:52][CH2:53][CH2:54][CH2:55][CH3:56])[OH:57].[CH2:58]1[O:59][CH2:60][CH2:61][CH2:62]1.[O:35]=[C:36]([O:37][CH2:38][CH3:39])[N:40]=[N:41][C:42]([O:43][CH2:44][CH3:45])=[O:46].[OH:1][c:2]1[cH:3][c:4]2[cH:5][cH:6][c:7]([CH:12]([C:13]#[N:14])[CH3:15])[cH:8][c:9]2[cH:10][cH:11]1.[c:16]1([P:17]([c:18]2[cH:19][cH:20][cH:21][cH:22][cH:23]2)[c:24]2[cH:25][cH:26][cH:27][cH:28][cH:29]2)[cH:30][cH:31][cH:32][cH:33][cH:34]1>>[O:1]([c:2]1[cH:3][c:4]2[cH:5][cH:6][c:7]([CH:12]([C:13]#[N:14])[CH3:15])[cH:8][c:9]2[cH:10][cH:11]1)[CH2:47][CH2:48][CH2:49][CH2:50][CH2:51][CH2:52][CH2:53][CH2:54][CH2:55][CH3:56]. Product: ClC=1C=C(C=CC1Cl)C1C2C(=NN1CCC)C(CSC2)=CC2=CC(=C(C=C2)Cl)Cl (3-(3,4-Dichlorophenyl)-7-[(3,4-dichlorophenyl)methylene]-2,3,3a,4,6,7-hexahydro-2-propylthiopyrano[4,3-c]pyrazole). Reaction SMILES: [Cl:1][C:2]1[CH:3]=[C:4]([CH:9]=[C:10]2[C:15](=O)[C:14](=[CH:17][C:18]3[CH:23]=[CH:22][C:21]([Cl:24])=[C:20]([Cl:25])[CH:19]=3)[CH2:13][S:12][CH2:11]2)[CH:5]=[CH:6][C:7]=1[Cl:8].[CH2:26]([NH:29][NH2:30])[CH2:27][CH3:28]>CO.C(Cl)(Cl)Cl>[Cl:1][C:2]1[CH:3]=[C:4]([CH:9]2[N:29]([CH2:26][CH2:27][CH3:28])[N:30]=[C:15]3[C:14](=[CH:17][C:18]4[CH:23]=[CH:22][C:21]([Cl:24])=[C:20]([Cl:25])[CH:19]=4)[CH2:13][S:12][CH2:11][CH:10]23)[CH:5]=[CH:6][C:7]=1[Cl:8] |f:2.3|. Starting materials: ClC=1C=C(C=CC1Cl)C=C1CSCC(C1=O)=CC1=CC(=C(C=C1)Cl)Cl (tetrahydro-3,5-bis-[(3,4-dichlorophenyl)methylene]-4H-thiopyran-4-one), C(CC)NN (n-propyl hydrazine). Procedure details: A suspension of 6.5g of tetrahydro-3,5-bis-[(3,4-dichlorophenyl)methylene]-4H-thiopyran-4-one and 1.1g of n-propyl hydrazine in 250ml of methanol/chloroform (1:1) is heated at reflux temperature for about 16 hours. The reaction mixture is allowed to cool slightly. Unreacted starting material precipitates out and is removed by filtration. The filtrate is concentrated in vacuo, added to chloroform and washed with dilute hydrochloric acid and water. The organic layer is dried with magnesium sulfate... Run in CO.C(Cl)(Cl)Cl (methanol chloroform). Yields the product CN1C2=NC(=NC=C2N(C1=O)C(=O)N1CCCC1)\C=C\C1=CC=CC=C1 (9-methyl-2-[(E)-2-phenylethenyl]-7-(pyrrolidin-1-ylcarbonyl)-7,9-dihydro-8H-purine-8-one). The solvent is O (water). RXN SMILES: [CH3:1][N:2]1[C:10](=[O:11])[NH:9][C:8]2[C:3]1=[N:4][C:5](/[CH:12]=[CH:13]/[C:14]1[CH:19]=[CH:18][CH:17]=[CH:16][CH:15]=1)=[N:6][CH:7]=2.N12CCN(CC1)CC2.CN(C)C=O.[N:33]1([C:38](Cl)=[O:39])[CH2:37][CH2:36][CH2:35][CH2:34]1>O>[CH3:1][N:2]1[C:10](=[O:11])[N:9]([C:38]([N:33]2[CH2:37][CH2:36][CH2:35][CH2:34]2)=[O:39])[C:8]2[C:3]1=[N:4][C:5](/[CH:12]=[CH:13]/[C:14]1[CH:19]=[CH:18][CH:17]=[CH:16][CH:15]=1)=[N:6][CH:7]=2. The reactants are CN1C2=NC(=NC=C2NC1=O)\C=C\C1=CC=CC=C1 (9-methyl-2-[(E)-2-phenylethenyl]-7,9-dihydro-8H-purine-8-one), N12CCN(CC1)CC2 (1,4-diazabicyclo[2.2.2]octane), CN(C=O)C (N,N-dimethylformamide), N1(CCCC1)C(=O)Cl (1-pyrrolidinecarbonyl chloride). Reaction conditions: time 1 hour. Procedure: To a mixture of 9-methyl-2-[(E)-2-phenylethenyl]-7,9-dihydro-8H-purine-8-one <the compound of Reference Example 3> (100 mg), 1,4-diazabicyclo[2.2.2]octane (133 mg) and N,N-dimethylformamide (3 ml) was added dropwise 1-pyrrolidinecarbonyl chloride (106 mg) at room temperature and the mixture was stirred for 1 hour. To the reaction mixture was added water (50 ml) and the mixture was extracted with ethyl acetate (80 ml×2). The organic layer was dried over anhydrous magnesium sulfate and was filtere... The reactants are O=C([O-])O, C1CCOC1, O=C(O)C1CC(O)CN1C(=O)OCc1ccccc1, [H-], CI, [Na+], [Na+]. The product is COC1CC(C(=O)O)N(C(=O)OCc2ccccc2)C1. Reaction SMILES: [C:29](=[O:30])([OH:31])[O-:32].[CH2:24]1[O:25][CH2:26][CH2:27][CH2:28]1.[CH2:3]([c:4]1[cH:5][cH:6][cH:7][cH:8][cH:9]1)[O:10][C:11](=[O:12])[N:13]1[CH:14]([C:19](=[O:20])[OH:21])[CH2:15][CH:16]([OH:18])[CH2:17]1.[H-:1].[I:22][CH3:23].[Na+:2].[Na+:33]>>[CH2:3]([c:4]1[cH:5][cH:6][cH:7][cH:8][cH:9]1)[O:10][C:11](=[O:12])[N:13]1[CH:14]([C:19](=[O:20])[OH:21])[CH2:15][CH:16]([O:18][CH3:23])[CH2:17]1. The reactants are BrC1=C(C(=C(C#N)C=C1)OC)C (4-bromo-3-methyl-2-(methyloxy)benzonitrile), potassium vinyl trifluoroborate, CCO (EtOH). Reagents/catalysts: C1=CC=C(C=C1)P([C-]2C=CC=C2)C3=CC=CC=C3.C1=CC=C(C=C1)P([C-]2C=CC=C2)C3=CC=CC=C3.Cl[Pd]Cl.[Fe+2] (PdCl2(dppf)2). Solvent: TEA. Product: C(=C)C1=C(C(=C(C#N)C=C1)OC)C (4-ethenyl-3-methyl-2-(methyloxy)benzonitrile). As a reaction SMILES: Br[C:2]1[CH:9]=[CH:8][C:5]([C:6]#[N:7])=[C:4]([O:10][CH3:11])[C:3]=1[CH3:12].[CH3:13][CH2:14]O>C1C=CC(P(C2C=CC=CC=2)[C-]2C=CC=C2)=CC=1.C1C=CC(P(C2C=CC=CC=2)[C-]2C=CC=C2)=CC=1.Cl[Pd]Cl.[Fe+2]>[CH:13]([C:2]1[CH:9]=[CH:8][C:5]([C:6]#[N:7])=[C:4]([O:10][CH3:11])[C:3]=1[CH3:12])=[CH2:14] |f:2.3.4.5|. Procedure: The mixture of 4-bromo-3-methyl-2-(methyloxy)benzonitrile (8.10 g, 35.8 mmol), potassium vinyl trifluoroborate (6.24 g, 46.6 mmol) and PdCl2(dppf)2 (0.55 g, 0.70 mmol) in 160 mL of EtOH and 40 mL of TEA was refluxed under Ar for 4 hours. The mixture was concentrated, and the residue was purified by column chromatography (PE:EtOAc=20:1) to afford 4-ethenyl-3-methyl-2-(methyloxy)benzonitrile. The reactants are C(C)(=O)C1=C(C(=C(OCCCC(=O)O)C=C1)CCC)O (4-(4-Acetyl-3-hydroxy-2-propylphenoxy)butanoic acid), N1=CC(=CC=C1)CCCCCCN (3-pyridine hexanamine). Product: C(C)(=O)C1=C(C(=C(OCCCC(=O)NCCCCCCC=2C=NC=CC2)C=C1)CCC)O (4-(4-acetyl-3-hydroxy- 2-propylphenoxy)-N-[6-(3-pyridinyl)hexyl]butanamide). As a reaction SMILES: [C:1]([C:4]1[CH:16]=[CH:15][C:7]([O:8][CH2:9][CH2:10][CH2:11][C:12]([OH:14])=O)=[C:6]([CH2:17][CH2:18][CH3:19])[C:5]=1[OH:20])(=[O:3])[CH3:2].[N:21]1[CH:26]=[CH:25][CH:24]=[C:23]([CH2:27][CH2:28][CH2:29][CH2:30][CH2:31][CH2:32][NH2:33])[CH:22]=1>>[C:1]([C:4]1[CH:16]=[CH:15][C:7]([O:8][CH2:9][CH2:10][CH2:11][C:12]([NH:33][CH2:32][CH2:31][CH2:30][CH2:29][CH2:28][CH2:27][C:23]2[CH:22]=[N:21][CH:26]=[CH:25][CH:24]=2)=[O:14])=[C:6]([CH2:17][CH2:18][CH3:19])[C:5]=1[OH:20])(=[O:3])[CH3:2]. Reported procedure: 4-(4-Acetyl-3-hydroxy-2-propylphenoxy)butanoic acid was allowed to react with 3-pyridine hexanamine according to procedure A and the product was purified by chromatography on silica gel to give 4-(4-acetyl-3-hydroxy- 2-propylphenoxy)-N-[6-(3-pyridinyl)hexyl]butanamide, the title compound, mp 69°-71° (from ether-hexane) in 84% yield. The reactants are Br (hydrogen bromide), C(C1=CC=CC=C1)OC(=O)NC=1C=CC(=C(C(=O)NC2=NN=NN2)C1)O (5-benzyloxycarbonylamino-2-hydroxy-N-(tetrazol-5-yl)benzamide). Solvent: C(C)(=O)O (Acetic acid). Reaction conditions: temperature 25 celsius, time 20 hour. Yields the product Br.NC=1C=CC(=C(C(=O)NC2=NN=NN2)C1)O (5-amino-2-hydroxy-N-(tetrazol-5-yl)benzamide hydrobromide). Reaction SMILES: [BrH:1].C(OC([NH:12][C:13]1[CH:14]=[CH:15][C:16]([OH:27])=[C:17]([CH:26]=1)[C:18]([NH:20][C:21]1[NH:25][N:24]=[N:23][N:22]=1)=[O:19])=O)C1C=CC=CC=1>C(O)(=O)C>[BrH:1].[NH2:12][C:13]1[CH:14]=[CH:15][C:16]([OH:27])=[C:17]([CH:26]=1)[C:18]([NH:20][C:21]1[NH:25][N:24]=[N:23][N:22]=1)=[O:19] |f:3.4|. Reported procedure: Acetic acid (100 ml) was saturated with hydrogen bromide at 10° C. and the mixture was treated with 5-benzyloxycarbonylamino-2-hydroxy-N-(tetrazol-5-yl)benzamide (1.77 g). The mixture was stirred at 25° C. for 20 hours, and then most of the hydrogen bromide was removed by passing a stream of air through the mixture for 6 hours. Any finely divided suspended solid was then removed by centrifuging and the supernatant liquid was decanted off. Removal of the acetic acid in vacuo gave a solid, which w...